From a dataset of the Open Reaction Database (ORD), a public repository of structured organic reaction records. describe an organic reaction: reactants, conditions, products, and yield Isolated yield 9.2%. Reactants: ClC=1C(=NC(=C(N1)Cl)CC)C(=O)N (3,5-dichloro-6-ethylpyrazine-2-carboxamide), ClC=1C=C(N)C=CC1S(=O)(=O)C (3-chloro-4-methylsulfonylaniline), CN1CCCC1=O (NMP), N[C@@H]1CC[C@H](CC1)O (trans-4-aminocyclohexanol). Reaction conditions: temperature 230 celsius, time 1 hour. The solvent is C(C)(=O)OCC (ethyl acetate), C(C)O (ethanol). RXN SMILES: Cl[C:2]1[C:3]([C:11]([NH2:13])=[O:12])=[N:4][C:5]([CH2:9][CH3:10])=[C:6](Cl)[N:7]=1.[Cl:14][C:15]1[CH:16]=[C:17]([CH:19]=[CH:20][C:21]=1[S:22]([CH3:25])(=[O:24])=[O:23])[NH2:18].CN1C(=O)CCC1.[NH2:33][C@H:34]1[CH2:39][CH2:38][C@H:37]([OH:40])[CH2:36][CH2:35]1>C(OCC)(=O)C.C(O)C>[Cl:14][C:15]1[CH:16]=[C:17]([NH:18][C:2]2[C:3]([C:11]([NH2:13])=[O:12])=[N:4][C:5]([CH2:9][CH3:10])=[C:6]([NH:33][C@H:34]3[CH2:39][CH2:38][C@H:37]([OH:40])[CH2:36][CH2:35]3)[N:7]=2)[CH:19]=[CH:20][C:21]=1[S:22]([CH3:25])(=[O:24])=[O:23]. Procedure details: A mixture of 3,5-dichloro-6-ethylpyrazine-2-carboxamide (200 mg), 3-chloro-4-methylsulfonylaniline (374 mg) and NMP (1 mL) was stirred at 230° C. for 1 hour using a microwave reaction system. Thereafter, trans-4-aminocyclohexanol (524 mg) was added to the reaction liquid and stirred at 190° C. for 30 minutes using a microwave reaction system. After cooling, the reaction liquid was partitioned using ethyl acetate and water, and the organic layer was washed with saturated aqueous sodium hydrogen c... Product: ClC=1C=C(C=CC1S(=O)(=O)C)NC=1C(=NC(=C(N1)N[C@@H]1CC[C@H](CC1)O)CC)C(=O)N (3-{[3-chloro-4-(methylsulfonyl)phenyl]amino}-6-ethyl-5-[(trans-4-hydroxycyclohexyl)amino]pyrazine-2-carboxamide). Reactants: Cc1nc(Br)c([N+](=O)[O-])c(=O)[nH]1, CCN(C(C)C)C(C)C, COc1ccc2c(c1)CCNCC2, CN(C)C=O. Product: COc1ccc2c(c1)CCN(c1nc(C)[nH]c(=O)c1[N+](=O)[O-])CC2. As a reaction SMILES: [Br:1][c:2]1[c:3]([N+:10](=[O:11])[O-:12])[c:4](=[O:9])[nH:5][c:6]([CH3:8])[n:7]1.[CH2:26]([N:27]([CH:28]([CH3:29])[CH3:30])[CH:31]([CH3:32])[CH3:33])[CH3:34].[CH3:13][O:14][c:15]1[cH:16][c:17]2[c:18]([cH:24][cH:25]1)[CH2:19][CH2:20][NH:21][CH2:22][CH2:23]2.[CH3:35][N:36]([CH3:37])[CH:38]=[O:39]>>[c:2]1([N:21]2[CH2:20][CH2:19][c:18]3[c:17]([cH:16][c:15]([O:14][CH3:13])[cH:25][cH:24]3)[CH2:23][CH2:22]2)[c:3]([N+:10](=[O:11])[O-:12])[c:4](=[O:9])[nH:5][c:6]([CH3:8])[n:7]1. Reactants: O=C([O-])[O-], CN(C)C=O, FC(F)C(F)(F)CI, [K+], [K+], O, Cc1cccc(O)c1. Product: Cc1cccc(OCC(F)(F)C(F)F)c1. Reaction SMILES: [C:17](=[O:18])([O-:19])[O-:20].[CH3:23][N:24]([CH3:25])[CH:26]=[O:27].[F:9][C:10]([CH2:11][I:12])([CH:13]([F:14])[F:15])[F:16].[K+:21].[K+:22].[OH2:28].[OH:1][c:2]1[cH:3][c:4]([CH3:8])[cH:5][cH:6][cH:7]1>>[O:1]([c:2]1[cH:3][c:4]([CH3:8])[cH:5][cH:6][cH:7]1)[CH2:11][C:10]([F:9])([CH:13]([F:14])[F:15])[F:16]. Reactants: C(C)O.O (ethanol water), SC1=NC=CC=N1 (2-mercaptopyrimidine), BrCCCC1=C2C(C(=O)NC2=O)=CC=C1 (3-bromopropylphthalimide), [Na] (sodium). Solvent: C(C)O (ethanol). Product: C1(C=2C(C(N1CCCSC1=NC=CC=N1)=O)=CC=CC2)=O (2-(3-phthalimidopropylthio)pyrimidine). As a reaction SMILES: [SH:1][C:2]1[N:7]=[CH:6][CH:5]=[CH:4][N:3]=1.Br[CH2:9][CH2:10][CH2:11][C:12]1C=C[CH:20]=[C:14]2[C:15]([NH:17][C:18](=[O:19])[C:13]=12)=O.[Na].[CH2:24]([OH:26])[CH3:25].O>C(O)C>[C:18]1(=[O:19])[N:17]([CH2:15][CH2:14][CH2:20][S:1][C:2]2[N:7]=[CH:6][CH:5]=[CH:4][N:3]=2)[C:24](=[O:26])[C:25]2=[CH:9][CH:10]=[CH:11][CH:12]=[C:13]12 |f:3.4,^1:22|. Procedure: A mixture of 2-mercaptopyrimidine (5.6 g.) and 3-bromopropylphthalimide (13.4 g.) in ethanol (100 ml.) containing sodium (1.15 g.) was heated under reflux for 20 hours affording 2-(3-phthalimidopropylthio)pyrimidine, m.p. 81.5°-82.5° (from ethanol-water). Reactants: COC(=O)C1=CCCN(CCOC=C(c2ccccc2C)c2ccccc2F)C1, CCO, Cl, [Na+], [OH-]. Product: Cl, Cc1ccccc1C(=COCCN1CCC=C(C(=O)O)C1)c1ccccc1F. As a reaction SMILES: [CH3:2][O:3][C:4](=[O:5])[C:6]1=[CH:11][CH2:10][CH2:9][N:8]([CH2:12][CH2:13][O:14][CH:15]=[C:16]([c:17]2[c:18]([CH3:23])[cH:19][cH:20][cH:21][cH:22]2)[c:24]2[c:25]([F:30])[cH:26][cH:27][cH:28][cH:29]2)[CH2:7]1.[CH3:33][CH2:34][OH:35].[ClH:1].[Na+:32].[OH-:31]>>[ClH:1].[O:3]=[C:4]([OH:5])[C:6]1=[CH:11][CH2:10][CH2:9][N:8]([CH2:12][CH2:13][O:14][CH:15]=[C:16]([c:17]2[c:18]([CH3:23])[cH:19][cH:20][cH:21][cH:22]2)[c:24]2[c:25]([F:30])[cH:26][cH:27][cH:28][cH:29]2)[CH2:7]1. The reactants are CC(C)O, NC1CC2CCC1C2, CCN(C(C)C)C(C)C, O=[N+]([O-])c1cnc2c(ccn2S(=O)(=O)c2ccccc2)c1Cl. Yields the product O=[N+]([O-])c1cnc2c(ccn2S(=O)(=O)c2ccccc2)c1NC1CC2CCC1C2. As a reaction SMILES: [CH3:40][CH:41]([OH:42])[CH3:43].[CH:23]12[CH:24]([NH2:30])[CH2:25][CH:26]([CH2:27][CH2:28]1)[CH2:29]2.[CH:31]([N:32]([CH:33]([CH3:34])[CH3:35])[CH2:36][CH3:37])([CH3:38])[CH3:39].[c:1]1([S:7](=[O:8])(=[O:9])[n:10]2[cH:11][cH:12][c:13]3[c:14]2[n:15][cH:16][c:17]([N+:20](=[O:21])[O-:22])[c:18]3[Cl:19])[cH:2][cH:3][cH:4][cH:5][cH:6]1>>[c:1]1([S:7](=[O:8])(=[O:9])[n:10]2[cH:11][cH:12][c:13]3[c:14]2[n:15][cH:16][c:17]([N+:20](=[O:21])[O-:22])[c:18]3[NH:30][CH:24]2[CH:23]3[CH2:28][CH2:27][CH:26]([CH2:25]2)[CH2:29]3)[cH:2][cH:3][cH:4][cH:5][cH:6]1.